Dataset: the Open Reaction Database (ORD), a public repository of structured organic reaction records. Task: describe an organic reaction: reactants, conditions, products, and yield The reactants are CN1CCOCC1, CCN=C=NCCCN(C)C, NC(=NO)C1CCCCN1S(=O)(=O)CC1CCCCC1, O=CO, Cl, O, Oc1cccc2[nH]nnc12. The product is NC(=NOC=O)C1CCCCN1S(=O)(=O)CC1CCCCC1. RXN SMILES: [CH3:21][N:22]1[CH2:23][CH2:26][O:25][CH2:24][CH2:27]1.[CH3:40][N:41]([CH3:42])[CH2:43][CH2:44][CH2:45][N:46]=[C:47]=[N:48][CH2:49][CH3:50].[CH:1]1([CH2:7][S:8](=[O:9])(=[O:10])[N:11]2[CH:12]([C:17]([NH2:18])=[N:19][OH:20])[CH2:13][CH2:14][CH2:15][CH2:16]2)[CH2:2][CH2:3][CH2:4][CH2:5][CH2:6]1.[CH:51]([OH:52])=[O:53].[ClH:39].[OH2:28].[OH:29][c:30]1[c:31]2[n:32][n:33][nH:34][c:35]2[cH:36][cH:37][cH:38]1>>[CH:1]1([CH2:7][S:8](=[O:9])(=[O:10])[N:11]2[CH:12]([C:17]([NH2:18])=[N:19][O:20][CH:24]=[O:25])[CH2:13][CH2:14][CH2:15][CH2:16]2)[CH2:2][CH2:3][CH2:4][CH2:5][CH2:6]1. Starting materials: CC(C=CC)=O (pent-3-en-2-one), Cl[Mg]C[Si](C)(C)C (chloro[(trimethylsilyl)methyl]magnesium), CuBr. Solvent: C(C)OCC (diethyl ether). Reaction conditions: time 1 hour. The product is CC(CC(C)=O)C[Si](C)(C)C (4-methyl-5-(trimethylsilyl)pentan-2-one). Yield: 43.0%. RXN SMILES: [CH3:1][C:2](=[O:6])[CH:3]=[CH:4][CH3:5].Cl[Mg][CH2:9][Si:10]([CH3:13])([CH3:12])[CH3:11]>C(OCC)C>[CH3:5][CH:4]([CH2:9][Si:10]([CH3:13])([CH3:12])[CH3:11])[CH2:3][C:2](=[O:6])[CH3:1]. Procedure details: A solution of 8.00 g pent-3-en-2-one in 50 mL dry diethyl ether was dropped to a solution of 73.5 mL of chloro[(trimethylsilyl)methyl]magnesium (1.0M in diethyl ether) and 955 mg of CuBr at −5° C. under Argon. The mixture was stirred for 1 hour at room temperature. An aqueous work-up followed by silica gel chromatography yielded 5.20 g (43%) of a colourless oil. Procedure details: 250 mg (0.62 mmol) of (E)-methyl 3-(3-amino-4-(2-(diethylamino)ethylthio)-phenyl)acrylate was suspended in acetonitrile (5 mL) and to this solution, 3-phenylpropionaldehyde (108 mg, 0.8 mmol) was added under stirring. Then, sodium triacetoxyborohydride (636 mg, 3 mmol) was added and the resulted mixture was stirred at room temperature for 3-60 hours. Water and ethyl acetate was added after removing the solvent—acetonitrile. Collecting organic layers and drying it, 229 mg of (E)-methyl 3-(4-(2-(d... Yields the product C(C)N(CCSC1=C(C=C(C=C1)/C=C/C(=O)OC)NCCCC1=CC=CC=C1)CC ((E)-methyl 3-(4-(2-(diethylamino)ethylthio)-3-(3-phenylpropylamino)phenyl)acrylate). Starting materials: O (Water), NC=1C=C(C=CC1SCCN(CC)CC)/C=C/C(=O)OC ((E)-methyl 3-(3-amino-4-(2-(diethylamino)ethylthio)-phenyl)acrylate), C1(=CC=CC=C1)CCC=O (3-phenylpropionaldehyde), C(C)(=O)O[BH-](OC(C)=O)OC(C)=O.[Na+] (sodium triacetoxyborohydride). Yield: 86.6%. RXN SMILES: [NH2:1][C:2]1[CH:3]=[C:4](/[CH:16]=[CH:17]/[C:18]([O:20][CH3:21])=[O:19])[CH:5]=[CH:6][C:7]=1[S:8][CH2:9][CH2:10][N:11]([CH2:14][CH3:15])[CH2:12][CH3:13].[C:22]1([CH2:28][CH2:29][CH:30]=O)[CH:27]=[CH:26][CH:25]=[CH:24][CH:23]=1.C(O[BH-](OC(=O)C)OC(=O)C)(=O)C.[Na+].O>C(#N)C.C(OCC)(=O)C>[CH2:14]([N:11]([CH2:12][CH3:13])[CH2:10][CH2:9][S:8][C:7]1[CH:6]=[CH:5][C:4](/[CH:16]=[CH:17]/[C:18]([O:20][CH3:21])=[O:19])=[CH:3][C:2]=1[NH:1][CH2:30][CH2:29][CH2:28][C:22]1[CH:27]=[CH:26][CH:25]=[CH:24][CH:23]=1)[CH3:15] |f:2.3|. The solvent is C(C)(=O)OCC (ethyl acetate), C(C)#N (acetonitrile). RXN SMILES: [Al+3:23].[C:1]1(=[O:10])[c:2]2[c:3]([cH:4][cH:5][cH:6][cH:7]2)[CH2:8][O:9]1.[CH2:29]([O:30][CH2:31][CH3:32])[CH3:33].[CH2:34]([O:35][CH2:36][CH3:37])[CH3:38].[CH2:39]([OH:40])[CH3:41].[ClH:28].[H-:22].[H-:25].[H-:26].[H-:27].[Li+:24].[OH:11][CH2:12][c:13]1[c:14]([C:15](=[O:16])[NH2:17])[cH:18][cH:19][cH:20][cH:21]1>>[ClH:28].[OH:11][CH2:12][c:13]1[c:14]([CH2:15][NH2:17])[cH:18][cH:19][cH:20][cH:21]1. Starting materials: [Al+3], O=C1OCc2ccccc21, CCOCC, CCOCC, CCO, Cl, [H-], [H-], [H-], [H-], [Li+], NC(=O)c1ccccc1CO. The product is Cl, NCc1ccccc1CO. Starting materials: CCN(C(C)C)C(C)C, O=S(=O)(Cl)C1CC1, ClCCl, CC(C)(C)OC(=O)NCC1CCN(CCN)CC1, O. Yields the product CC(C)(C)OC(=O)NCC1CCN(CCNS(=O)(=O)C2CC2)CC1. RXN SMILES: [CH:19]([N:20]([CH2:21][CH3:22])[CH:23]([CH3:24])[CH3:25])([CH3:26])[CH3:27].[CH:28]1([S:31](=[O:32])(=[O:33])[Cl:34])[CH2:29][CH2:30]1.[Cl:36][CH2:37][Cl:38].[NH2:1][CH2:2][CH2:3][N:4]1[CH2:5][CH2:6][CH:7]([CH2:10][NH:11][C:12]([O:13][C:14]([CH3:15])([CH3:16])[CH3:17])=[O:18])[CH2:8][CH2:9]1.[OH2:35]>>[NH:1]([CH2:2][CH2:3][N:4]1[CH2:5][CH2:6][CH:7]([CH2:10][NH:11][C:12]([O:13][C:14]([CH3:15])([CH3:16])[CH3:17])=[O:18])[CH2:8][CH2:9]1)[S:31]([CH:28]1[CH2:29][CH2:30]1)(=[O:32])=[O:33]. The reactants are NC=1C=C(OC=2C=CC=3N(N2)C=C(N3)NC(=O)C3CC3)C=CC1C (N-[6-(3-amino-4-methylphenoxy)imidazo[1,2-b]pyridazin-2-yl]cyclopropanecarboxamide), ON1N=NC2=C1C=CC=C2 (1-hydroxybenzotriazole), ClC1=C(C=C(C(=O)O)C=C1)C(F)(F)F (4-chloro-3-(trifluoromethyl)benzoic acid), Cl.CN(CCCN=C=NCC)C (N-[3-(dimethylamino)propyl]-N′-ethylcarbodiimide hydrochloride). Solvent: CN(C=O)C (N,N-dimethylformamide). Product: ClC1=C(C=C(C(=O)NC2=C(C=CC(=C2)OC=2C=CC=3N(N2)C=C(N3)NC(=O)C3CC3)C)C=C1)C(F)(F)F (4-chloro-N-[5-({2-[(cyclopropylcarbonyl)amino]imidazo[1,2-b]pyridazin-6-yl}oxy)-2-methylphenyl]-3-(trifluoromethyl)benzamide). Yield: 62.7%. Reaction SMILES: [NH2:1][C:2]1[CH:3]=[C:4]([CH:21]=[CH:22][C:23]=1[CH3:24])[O:5][C:6]1[CH:7]=[CH:8][C:9]2[N:10]([CH:12]=[C:13]([NH:15][C:16]([CH:18]3[CH2:20][CH2:19]3)=[O:17])[N:14]=2)[N:11]=1.[Cl:25][C:26]1[CH:34]=[CH:33][C:29]([C:30](O)=[O:31])=[CH:28][C:27]=1[C:35]([F:38])([F:37])[F:36].Cl.CN(C)CCCN=C=NCC.ON1C2C=CC=CC=2N=N1>CN(C)C=O>[Cl:25][C:26]1[CH:34]=[CH:33][C:29]([C:30]([NH:1][C:2]2[CH:3]=[C:4]([O:5][C:6]3[CH:7]=[CH:8][C:9]4[N:10]([CH:12]=[C:13]([NH:15][C:16]([CH:18]5[CH2:20][CH2:19]5)=[O:17])[N:14]=4)[N:11]=3)[CH:21]=[CH:22][C:23]=2[CH3:24])=[O:31])=[CH:28][C:27]=1[C:35]([F:36])([F:37])[F:38] |f:2.3|. Reported procedure: Using N-[6-(3-amino-4-methylphenoxy)imidazo[1,2-b]pyridazin-2-yl]cyclopropanecarboxamide (80 mg, 0.25 mmol), 4-chloro-3-(trifluoromethyl)benzoic acid (57 mg, 0.25 mmol), N-[3-(dimethylamino)propyl]-N′-ethylcarbodiimide hydrochloride (50 mg, 0.26 mmol), 1-hydroxybenzotriazole (35 mg, 0.26 mmol) and N,N-dimethylformamide (4.0 mL) as starting materials and in the same manner as in Example 318, the title compound (83 mg, 63%) was obtained as a white powder. The reactants are FC=1C=C2C(C(=CN(C2=CC1N1CCN(CC1)C)NC)C(=O)O)=O (6-Fluoro-methylamino-1,4-dihydro-7-(4-methyl-1-piperazinyl)-4-oxo-3-quinolinecarboxylic acid), C(C)(=O)OC(C)=O (acetic anhydride), C(C)(=O)OC=O (formic-acetic anhydride). Run in C(=O)O (formic acid). Run at time 16 hour. Yields the product FC=1C=C2C(C(=CN(C2=CC1N1CCN(CC1)C)NCC=O)C(=O)O)=O (6-fluoro-1-(N-formylmethylamino)-1,4-dihydro-7-(4-methyl-1-piperazinyl)-4-oxo-3-quinolinecarboxylic acid). Reaction SMILES: [F:1][C:2]1[CH:3]=[C:4]2[C:9](=[CH:10][C:11]=1[N:12]1[CH2:17][CH2:16][N:15]([CH3:18])[CH2:14][CH2:13]1)[N:8]([NH:19][CH3:20])[CH:7]=[C:6]([C:21]([OH:23])=[O:22])[C:5]2=[O:24].[C:25](OC=O)(=[O:27])C.C(OC(=O)C)(=O)C>C(O)=O>[F:1][C:2]1[CH:3]=[C:4]2[C:9](=[CH:10][C:11]=1[N:12]1[CH2:13][CH2:14][N:15]([CH3:18])[CH2:16][CH2:17]1)[N:8]([NH:19][CH2:20][CH:25]=[O:27])[CH:7]=[C:6]([C:21]([OH:23])=[O:22])[C:5]2=[O:24]. Procedure: 6-Fluoro-methylamino-1,4-dihydro-7-(4-methyl-1-piperazinyl)-4-oxo-3-quinolinecarboxylic acid (Example 1) (2.7 g) was added to mixed formic-acetic anhydride prepared from 3.9 g of 96% formic acid and 8.3 g of acetic anhydride. The reaction mixture was stirred at room temperature for 16 hours and then concentrated in vacuo. The solid residue was dissolved in 50 ml of water and the solution made basic with pyridine. The solid product was collected by filtration and recrystallized from acetonitrile ... Starting materials: Clc1ccc(-c2cc3nccn3c(Cl)n2)c(Cl)c1, NCCNc1ccc([N+](=O)[O-])cn1. Product: O=[N+]([O-])c1ccc(NCCNc2nc(-c3ccc(Cl)cc3Cl)cc3nccn23)nc1. As a reaction SMILES: [Cl:1][c:2]1[n:3][c:4](-[c:11]2[c:12]([Cl:18])[cH:13][c:14]([Cl:17])[cH:15][cH:16]2)[cH:5][c:6]2[n:7]1[cH:8][cH:9][n:10]2.[N+:19](=[O:20])([O-:21])[c:22]1[cH:23][cH:24][c:25]([NH:28][CH2:29][CH2:30][NH2:31])[n:26][cH:27]1>>[c:2]1([NH:31][CH2:30][CH2:29][NH:28][c:25]2[cH:24][cH:23][c:22]([N+:19](=[O:20])[O-:21])[cH:27][n:26]2)[n:3][c:4](-[c:11]2[c:12]([Cl:18])[cH:13][c:14]([Cl:17])[cH:15][cH:16]2)[cH:5][c:6]2[n:7]1[cH:8][cH:9][n:10]2. Starting materials: CO, Cc1c([N+](=O)[O-])ccc2[nH]ccc12. The product is Cc1c(N)ccc2[nH]ccc12. Reaction SMILES: [CH3:14][OH:15].[CH3:1][c:2]1[c:3]2[cH:4][cH:5][nH:6][c:7]2[cH:8][cH:9][c:10]1[N+:11]([O-:12])=[O:13]>>[CH3:1][c:2]1[c:3]2[cH:4][cH:5][nH:6][c:7]2[cH:8][cH:9][c:10]1[NH2:11]. Starting materials: COc1nc2c(c(Br)c1Br)C(C)CNCC2, O=C([O-])[O-], CI, [Na+], [Na+], CN(C)C=O. Yields the product COc1nc2c(c(Br)c1Br)C(C)CN(C)CC2. As a reaction SMILES: [Br:1][c:2]1[c:3]([Br:16])[c:4]2[c:5]([n:12][c:13]1[O:14][CH3:15])[CH2:6][CH2:7][NH:8][CH2:9][CH:10]2[CH3:11].[C:19](=[O:20])([O-:21])[O-:22].[CH3:17][I:18].[Na+:23].[Na+:24].[O:25]=[CH:26][N:27]([CH3:28])[CH3:29]>>[Br:1][c:2]1[c:3]([Br:16])[c:4]2[c:5]([n:12][c:13]1[O:14][CH3:15])[CH2:6][CH2:7][N:8]([CH3:19])[CH2:9][CH:10]2[CH3:11].